Dataset: the Open Reaction Database (ORD), a public repository of structured organic reaction records. Task: describe an organic reaction: reactants, conditions, products, and yield Starting materials: ClCC(=O)C1=CC(=C(C(=C1)C(C)(C)C)O)C(C)(C)C (2-chloro-1-(3,5-di-tert.butyl-4-hydroxyphenyl)-ethanone), Cl.CNC(NN)=S (4-methylthiosemicarbazide hydrochloride). Solvent: C(C)O (ethanol). Run at time 30 minute. Yields the product Cl.C(C)(C)(C)C=1C=C(C=C(C1O)C(C)(C)C)C1=NN=C(SC1)NC (5-(3,5-di-tert.butyl-4-hydroxyphenyl)-2-methylamino-6H-1,3,4-thiadiazine hydrochloride). RXN SMILES: [Cl:1][CH2:2][C:3]([C:5]1[CH:10]=[C:9]([C:11]([CH3:14])([CH3:13])[CH3:12])[C:8]([OH:15])=[C:7]([C:16]([CH3:19])([CH3:18])[CH3:17])[CH:6]=1)=O.Cl.[CH3:21][NH:22][C:23](=[S:26])[NH:24][NH2:25]>C(O)C>[ClH:1].[C:16]([C:7]1[CH:6]=[C:5]([C:3]2[CH2:2][S:26][C:23]([NH:22][CH3:21])=[N:24][N:25]=2)[CH:10]=[C:9]([C:11]([CH3:14])([CH3:13])[CH3:12])[C:8]=1[OH:15])([CH3:19])([CH3:18])[CH3:17] |f:1.2,4.5|. Procedure: 10.7 g (0.038 mol) of 2-chloro-1-(3,5-di-tert.butyl-4-hydroxyphenyl)-ethanone from step (a) and 4.8 g (0.034 mol) of 4-methylthiosemicarbazide hydrochloride were dissolved in 120 ml of ethanol, and the mixture was heated to boiling for 30 minutes. After cooling, the solvent was removed by distillation under reduced pressure, and the resinous residue was dissolved in 60 ml of warm ethyl acetate. On standing, the product immediately precipitated in crystalline form, and was filtered off and recrys... The reactants are C(C=C)(=O)O (acrylic acid), C(C=C)(=O)OC (methyl acrylate), N(=NC(C#N)(C)C)C(C#N)(C)C (2,2'-azobisisobutyronitrile), N#N (N2). Run in C(C)(C)O (IPA), C(C)(C)O (isopropyl alcohol). Run at temperature 80 celsius, time 2 hour. Product: C(C=C)(=O)O.C(C=C)(=O)OC (acrylic acid methyl acrylate). Reaction SMILES: N#N.[C:3]([OH:7])(=[O:6])[CH:4]=[CH2:5].[C:8]([O:12][CH3:13])(=[O:11])[CH:9]=[CH2:10].N(C(C)(C)C#N)=NC(C)(C)C#N>C(O)(C)C>[C:3]([OH:7])(=[O:6])[CH:4]=[CH2:5].[C:8]([O:12][CH3:13])(=[O:11])[CH:9]=[CH2:10] |f:5.6|. Reported procedure: Into a 200 ml flask equipped with a stirrer, dropping funnel, thermometer, condenser and N2 gas-introducing tube was placed 80 g of isopropyl alcohol (IPA). While introducing an N2 gas into the flask and stirring the contents of the flask, the inside temperature of the flask was raised to 80° C. Next, a solution (which was beforehand prepared by mixing 56 g of acrylic acid, 24 g of methyl acrylate and 0.4 g of 2,2'-azobisisobutyronitrile with each other) was dropwise added into the flask from th... RXN SMILES: [C:1]([C:5]1[CH:10]=[CH:9][C:8]([S:11]([NH:14][C:15]2[CH:19]=[CH:18][S:17][C:16]=2[C:20]([O:22]C)=[O:21])(=[O:13])=[O:12])=[C:7]([CH3:24])[CH:6]=1)([CH3:4])([CH3:3])[CH3:2].[OH-].[Li+]>O1CCCC1.CO>[C:1]([C:5]1[CH:10]=[CH:9][C:8]([S:11]([NH:14][C:15]2[CH:19]=[CH:18][S:17][C:16]=2[C:20]([OH:22])=[O:21])(=[O:12])=[O:13])=[C:7]([CH3:24])[CH:6]=1)([CH3:4])([CH3:3])[CH3:2] |f:1.2|. Procedure: To a solution of 48 (256.0 mg; 0.69 mmol) in tetrahydrofuran (15 mL) and methanol (3 mL) was added aqueous lithium hydroxide (3.5 mL; 2M). The reaction mixture was heated at 75-80° C. for 6 hours, allowed to cool to room temperature and then concentrated under reduced pressure. The resulting residue was dissolved in chloroform (15 mL) and washed with aqueous hydrochloric acid (2×10 mL; 2N). The organic phase was dried over magnesium sulfate, filtered and the solvent evaporated under reduced pres... Solvent: O1CCCC1 (tetrahydrofuran), CO (methanol). Run at temperature 77.5 celsius. The product is C(C)(C)(C)C1=CC(=C(C=C1)S(=O)(=O)NC1=C(SC=C1)C(=O)O)C (3-(4-tert-Butyl-2-methylphenylsulfonamido)thiophene-2-carboxylic acid). Starting materials: C(C)(C)(C)C1=CC(=C(C=C1)S(=O)(=O)NC1=C(SC=C1)C(=O)OC)C (Methyl 3-(4-tert-butyl-2-methylphenylsulfonamido)thiophene-2-carboxylate), [OH-].[Li+] (lithium hydroxide). Isolated yield 76.7%. Starting materials: C(C)(C)(C)N1N=CC(=C1C1=CC=C(C=C1)OC)C(=O)O (1-tert-butyl-5-(4-methoxyphenyl)-1H-pyrazole-4-carboxylic acid), Cl.CNOC (N,O-dimethylhydroxylamine monohydrochloride), C=1C=CC2=C(C1)N=NN2O (HOBt), CCN=C=NCCCN(C)C (WSC), TEA. Run in CN(C)C=O (DMF), O (Water). The product is crude product, C(C)(C)(C)N1N=CC(=C1C1=CC=C(C=C1)OC)C(=O)N(C)OC (1-tert-butyl-N-methoxy-5-(4-methoxyphenyl)-N-methyl-1H-pyrazole-4-carboxamide). Isolated yield 92.5%. RXN SMILES: [C:1]([N:5]1[C:9]([C:10]2[CH:15]=[CH:14][C:13]([O:16][CH3:17])=[CH:12][CH:11]=2)=[C:8]([C:18]([OH:20])=O)[CH:7]=[N:6]1)([CH3:4])([CH3:3])[CH3:2].Cl.[CH3:22][NH:23][O:24][CH3:25].C1C=CC2N(O)N=NC=2C=1.CCN=C=NCCCN(C)C>CN(C=O)C.O>[C:1]([N:5]1[C:9]([C:10]2[CH:15]=[CH:14][C:13]([O:16][CH3:17])=[CH:12][CH:11]=2)=[C:8]([C:18]([N:23]([O:24][CH3:25])[CH3:22])=[O:20])[CH:7]=[N:6]1)([CH3:3])([CH3:4])[CH3:2] |f:1.2|. Procedure: A solution of the compound (300 mg, 1.09 mmol) obtained in step 2, N,O-dimethylhydroxylamine monohydrochloride (160 mg, 1.64 mmol), HOBt (222 mg, 1.64 mmol), WSC (314 mg, 1.64 mmol) and TEA (0.228 mL, 1.64 mmol) in DMF (5 mL) was stirred at room temperature for 3 days. Water was added to the reaction mixture, and the mixture was extracted with ethyl acetate. The organic layer was washed with water and aqueous sodium hydrogen carbonate solution and dried, and the solvent was evaporated under redu... Reactants: N1=CC=CC2=C1NC(C1=C(C2)C=CC=C1)N(C)CCCl (10,11-dihydro-5H-benzo[e]pyrido[2,3-b]azepine-10-yl-(2-chloroethyl)-methylamine), C(=O)([O-])[O-].[K+].[K+] (K2CO3), CN(C)C=O (DMF). Yields the product CN1CCN2C3=C(C=CC=N3)CC=4C=CC=CC4C2C1 (Mirtazapine). Reaction SMILES: [N:1]1[C:6]2[NH:7][CH:8](N(CCCl)C)[C:9]3[CH:15]=[CH:14][CH:13]=[CH:12][C:10]=3[CH2:11][C:5]=2[CH:4]=[CH:3][CH:2]=1.[C:21]([O-])([O-])=O.[K+].[K+].[CH3:27][N:28]([CH:30]=O)[CH3:29]>>[CH3:29][N:28]1[CH2:27][CH:8]2[N:7]([C:6]3[N:1]=[CH:2][CH:3]=[CH:4][C:5]=3[CH2:11][C:10]3[CH:12]=[CH:13][CH:14]=[CH:15][C:9]=32)[CH2:21][CH2:30]1 |f:1.2.3|. Reported procedure: The crude 10,11-dihydro-5H-benzo[e]pyrido[2,3-b]azepine-10-yl-(2-chloroethyl)-methylamine obtained (some starting material present) was dissolved in DMF (10 ml). K2CO3 (800 mg) and Kl (500 mg) were added. The mixture was refluxed for 4 hours. Dilution with water (100 ml) and extraction with dichloromethane (2×100 ml) gave after drying with Na2SO4 and evaporation crude racemic mirtazapine as an oil. Reactants: C(C)(C)(C)OC(=O)N1CCN(CCC1)C1=NC2=C(N1)C=CC=C2 (1-(t-butoxycarbonyl)-4-(1H-benzimidazol-2-yl)[1,4]diazepan), CN(C=O)C (dimethylformamide), [H-].[Na+] (sodium hydride), C(CCCC)Br (pentyl bromide). Solvent: ClCCl (dichloromethane). Run at temperature 80 celsius, time 15 minute. The product is C(C)(C)(C)OC(=O)N1CCN(CCC1)C1=NC2=C(N1CCCCC)C=CC=C2 (4-(1-pentyl-1H-benzoimidazol-2-yl)-[1,4]diazepane-1-carboxylic acid tert-butyl ester). Yield: 98.8%. As a reaction SMILES: [C:1]([O:5][C:6]([N:8]1[CH2:14][CH2:13][CH2:12][N:11]([C:15]2[NH:19][C:18]3[CH:20]=[CH:21][CH:22]=[CH:23][C:17]=3[N:16]=2)[CH2:10][CH2:9]1)=[O:7])([CH3:4])([CH3:3])[CH3:2].CN(C)C=O.[H-].[Na+].[CH2:31](Br)[CH2:32][CH2:33][CH2:34][CH3:35]>ClCCl>[C:1]([O:5][C:6]([N:8]1[CH2:14][CH2:13][CH2:12][N:11]([C:15]2[N:16]([CH2:31][CH2:32][CH2:33][CH2:34][CH3:35])[C:17]3[CH:23]=[CH:22][CH:21]=[CH:20][C:18]=3[N:19]=2)[CH2:10][CH2:9]1)=[O:7])([CH3:4])([CH3:2])[CH3:3] |f:2.3|. Procedure details: Treat a solution of 1-(t-butoxycarbonyl)-4-(1H-benzimidazol-2-yl)[1,4]diazepan (0.59 g, 1.86 mmol, Preparation 9) and dimethylformamide (10 mL) with sodium hydride (0.11 g, 2.75 mmol, 60% dispersion in oil) at room temperature. After 15 minutes, add pentyl bromide (0.34 mL, 2.74 mmol, Aldrich Chemical Company) and heat overnight at 80° C. Cool the reaction and dilute with dichloromethane (150 mL). Extract the organic phase with brine, dry (Na2SO4), filter and concentrate the filtrate to afford 4... Starting materials: CCOC(=O)CC(=O)C=Cc1c(C2CC2)nc2ccccc2c1-c1ccc(F)cc1, CC(C)O. Product: CCOC(=O)CC(O)C=Cc1c(C2CC2)nc2ccccc2c1-c1ccc(F)cc1. Reaction SMILES: [CH2:1]([CH3:2])[O:3][C:4]([CH2:5][C:6]([CH:7]=[CH:8][c:9]1[c:10]([CH:26]2[CH2:27][CH2:28]2)[n:11][c:12]2[cH:13][cH:14][cH:15][cH:16][c:17]2[c:18]1-[c:19]1[cH:20][cH:21][c:22]([F:25])[cH:23][cH:24]1)=[O:29])=[O:30].[CH3:31][CH:32]([OH:33])[CH3:34]>>[CH2:1]([CH3:2])[O:3][C:4]([CH2:5][CH:6]([CH:7]=[CH:8][c:9]1[c:10]([CH:26]2[CH2:27][CH2:28]2)[n:11][c:12]2[cH:13][cH:14][cH:15][cH:16][c:17]2[c:18]1-[c:19]1[cH:20][cH:21][c:22]([F:25])[cH:23][cH:24]1)[OH:29])=[O:30]. The product is COC(=O)c1sc(-c2ccccc2)cc1NC(C)C. The reactants are CC(=O)O, C=C(C)OC, COC(=O)c1sc(-c2ccccc2)cc1N, CCOC(C)=O, ClCCCl, [Na+], O=C([O-])O, O. Reaction SMILES: [C:22]([OH:23])(=[O:24])[CH3:25].[CH3:17][O:18][C:19](=[CH2:20])[CH3:21].[CH3:1][O:2][C:3](=[O:4])[c:5]1[s:6][c:7](-[c:11]2[cH:12][cH:13][cH:14][cH:15][cH:16]2)[cH:8][c:9]1[NH2:10].[CH3:35][CH2:36][O:37][C:38]([CH3:39])=[O:40].[Cl:31][CH2:32][CH2:33][Cl:34].[Na+:30].[O-:26][C:27]([OH:28])=[O:29].[OH2:41]>>[CH3:1][O:2][C:3](=[O:4])[c:5]1[s:6][c:7](-[c:11]2[cH:12][cH:13][cH:14][cH:15][cH:16]2)[cH:8][c:9]1[NH:10][CH:19]([CH3:20])[CH3:21]. Starting materials: COc1ccccc1O, F, [K+], N#C[S-]. Yields the product COc1ccccc1O, NC=S. As a reaction SMILES: [CH3:5][O:6][c:7]1[cH:8][cH:9][cH:10][cH:11][c:12]1[OH:13].[FH:14].[K+:1].[S-:2][C:3]#[N:4]>>[CH3:5][O:6][c:7]1[cH:8][cH:9][cH:10][cH:11][c:12]1[OH:13].[S:2]=[CH:3][NH2:4].